This data is from the Open Reaction Database (ORD), a public repository of structured organic reaction records. The task is: describe an organic reaction: reactants, conditions, products, and yield Starting materials: CCOC(=O)c1cc(-c2ccccc2OCc2ccccc2)on1, C1CCOC1, CO, [Na+], [OH-], O. Product: O=C(O)c1cc(-c2ccccc2OCc2ccccc2)on1. Reaction SMILES: [CH2:1]([CH3:2])[O:3][C:4](=[O:5])[c:6]1[n:7][o:8][c:9](-[c:11]2[c:12]([O:17][CH2:18][c:19]3[cH:20][cH:21][cH:22][cH:23][cH:24]3)[cH:13][cH:14][cH:15][cH:16]2)[cH:10]1.[CH2:29]1[O:30][CH2:31][CH2:32][CH2:33]1.[CH3:25][OH:26].[Na+:28].[OH-:27].[OH2:34]>>[O:3]=[C:4]([OH:5])[c:6]1[n:7][o:8][c:9](-[c:11]2[c:12]([O:17][CH2:18][c:19]3[cH:20][cH:21][cH:22][cH:23][cH:24]3)[cH:13][cH:14][cH:15][cH:16]2)[cH:10]1. Starting materials: NC[C@@H]1[C@H]([C@@H]([C@H](C(O)O1)O)O)O (6-amino-6-deoxy-D-glucopyranose), ClCCN(C(OC1=C(C=CC=C1)[N+](=O)[O-])=O)N=O (o-nitrophenyl N-(2-chloroethyl)-N-nitrosocarbamate), C(C)OCC (ethyl ether), resultant mixture. Solvent: CO (methanol), CS(=O)C (dimethyl sulfoxide), O1CCCC1 (tetrahydrofuran). Conditions: time 30 minute. Yields the product OC1[C@H](O)[C@@H](O)[C@H](O)[C@H](O1)C(O)NC(N(N=O)CCCl)=O (3-(D-glucopyranos-6-yl)-1-(2-chloroethyl)-1-nitrosourea). The yield is 74.3%. RXN SMILES: [NH2:1][CH2:2][C@H:3]1[O:9][CH:7]([OH:8])[C@H:6]([OH:10])[C@@H:5]([OH:11])[C@@H:4]1[OH:12].[Cl:13][CH2:14][CH2:15][N:16]([N:29]=[O:30])[C:17](=O)[O:18]C1C=CC=CC=1[N+]([O-])=O.C([O:33]CC)C>CO.CS(C)=O.O1CCCC1>[OH:8][CH:7]1[O:9][C@H:3]([CH:2]([NH:1][C:17](=[O:18])[N:16]([CH2:15][CH2:14][Cl:13])[N:29]=[O:30])[OH:33])[C@@H:4]([OH:12])[C@H:5]([OH:11])[C@H:6]1[OH:10]. Reported procedure: 1.79 g (10.0 mmol) of 6-amino-6-deoxy-D-glucopyranose is dissolved in a mixture of 15 ml methanol and 5 ml dimethyl sulfoxide, and the solution is cooled to 0°-5° C. This solution is added dropwise to a solution prepared by dissolving 3.28 g (12.0 mmol) of o-nitrophenyl N-(2-chloroethyl)-N-nitrosocarbamate in 20 ml of tetrahydrofuran, while stirring, at 0°-5° C. over 30 minutes. The resultant mixture is stirred at the same temperature for a further 2 hours. The thus reacted solution is concentra... Starting materials: ClC1=NC2=CC=C(C=C2C=C1)Cl (2,6-dichloroquinoline), COC1=C(CN)C=CC=C1 (2-methoxybenzylamine). The product is COC1=C(CNC2=NC3=CC=C(C=C3C=C2)NCC2=C(C=CC=C2)OC)C=CC=C1 (N2,N6-Bis-(2-methoxy-benzyl)-quinoline-2,6-diamine). As a reaction SMILES: Cl[C:2]1[CH:11]=[CH:10][C:9]2[C:4](=[CH:5][CH:6]=[C:7](Cl)[CH:8]=2)[N:3]=1.[CH3:13][O:14][C:15]1[CH:22]=[CH:21][CH:20]=[CH:19][C:16]=1[CH2:17][NH2:18]>>[CH3:13][O:14][C:15]1[CH:22]=[CH:21][CH:20]=[CH:19][C:16]=1[CH2:17][NH:18][C:2]1[CH:11]=[CH:10][C:9]2[C:4](=[CH:5][CH:6]=[C:7]([NH:18][CH2:17][C:16]3[CH:19]=[CH:20][CH:21]=[CH:22][C:15]=3[O:14][CH3:13])[CH:8]=2)[N:3]=1. Reported procedure: The title compound, MS: m/e=400.4 (M+H+), was prepared in accordance with the general method of example 1 from 2,6-dichloroquinoline and 2-methoxybenzylamine.